This data is from the Open Reaction Database (ORD), a public repository of structured organic reaction records. The task is: describe an organic reaction: reactants, conditions, products, and yield Procedure: To a solution of 5.5 g hydrogen fluoride in toluene cooled to -65° C was added dropwise with stirring 15.0 ml of methylisocyanate over a period of 20 minutes after stirring for 1.5 hr preshly prepared 4-t-butylphenylthiosulfenyl chloride (prepared from 36.2 g 4-t-butylthiophenol and 31.0 g sulfur dichloride in 800 ml ethyl ether) was added at -10° to 0° C over a period of 0.5 hr. After stirring overnight at ambient temperature, the salt was removed by filtration and the filtrate distilled. b.p. ... Reactants: CN=C=O (methylisocyanate), F (hydrogen fluoride), C(C)(C)(C)C1=CC=C(C=C1)SSCl (4-t-butylphenylthiosulfenyl chloride). Run at time 8 hour. Product: CN(C(=O)F)SSC1=CC=C(C=C1)C(C)(C)C (N-Methyl-N(4-t-Butylphenylthiosulfenyl) Carbamoyl Fluoride). Solvent: C1(=CC=CC=C1)C (toluene). RXN SMILES: [FH:1].[CH3:2][N:3]=[C:4]=[O:5].[C:6]([C:10]1[CH:15]=[CH:14][C:13]([S:16][S:17]Cl)=[CH:12][CH:11]=1)([CH3:9])([CH3:8])[CH3:7]>C1(C)C=CC=CC=1>[CH3:2][N:3]([S:17][S:16][C:13]1[CH:14]=[CH:15][C:10]([C:6]([CH3:9])([CH3:8])[CH3:7])=[CH:11][CH:12]=1)[C:4]([F:1])=[O:5]. The reactants are Cc1ncc(Br)cc1NC(=O)OC(C)(C)C, [H-], CI, [Na+], CN(C)C=O. The product is Cc1ncc(Br)cc1N(C)C(=O)OC(C)(C)C. Reaction SMILES: [C:1]([CH3:2])([CH3:3])([CH3:4])[O:5][C:6]([NH:7][c:8]1[c:9]([CH3:15])[n:10][cH:11][c:12]([Br:14])[cH:13]1)=[O:16].[H-:18].[I:19][CH3:20].[Na+:17].[O:21]=[CH:22][N:23]([CH3:24])[CH3:25]>>[C:1]([CH3:2])([CH3:3])([CH3:4])[O:5][C:6]([N:7]([c:8]1[c:9]([CH3:15])[n:10][cH:11][c:12]([Br:14])[cH:13]1)[CH3:20])=[O:16]. Reactants: [Br-], O=C([O-])[O-], Cc1c(C(=O)OCc2ccccc2)c2cc(OCCCl)ccc2n1C, CCNCC, O=C(O)C(F)(F)F, [I-], [K+], [K+], [K+], [K+], CN(C)C=O, O. Yields the product CCN(CC)CCOc1ccc2c(c1)c(C(=O)OCc1ccccc1)c(C)n2C. Reaction SMILES: [Br-:39].[C:26](=[O:27])([O-:28])[O-:29].[CH2:1]([c:2]1[cH:3][cH:4][cH:5][cH:6][cH:7]1)[O:8][C:9](=[O:10])[c:11]1[c:12]([CH3:25])[n:13]([CH3:24])[c:14]2[cH:15][cH:16][c:17]([O:20][CH2:21][CH2:22][Cl:23])[cH:18][c:19]12.[CH2:34]([CH3:35])[NH:36][CH2:37][CH3:38].[F:41][C:42]([F:43])([F:44])[C:45]([OH:46])=[O:47].[I-:33].[K+:30].[K+:31].[K+:32].[K+:40].[O:48]=[CH:49][N:50]([CH3:51])[CH3:52].[OH2:53]>>[CH2:1]([c:2]1[cH:3][cH:4][cH:5][cH:6][cH:7]1)[O:8][C:9](=[O:10])[c:11]1[c:12]([CH3:25])[n:13]([CH3:24])[c:14]2[cH:15][cH:16][c:17]([O:20][CH2:21][CH2:22][N:36]([CH2:34][CH3:35])[CH2:37][CH3:38])[cH:18][c:19]12. The reactants are C(C)(C)C1=NNC=C1 (3-Isopropylpyrazole), CNCCNC (N,N′-dimethylethylenediamine), BrC1=CC=C(C=C1)I (1-bromo-4-iodobenzene), C([O-])([O-])=O.[Cs+].[Cs+] (cesium carbonate). The reagents and catalysts are [Cu]I (copper(I)iodide). The solvent is CN(C=O)C (N,N-dimethylformamide), O (water). Reaction conditions: temperature 100 celsius. Product: BrC1=CC=C(C=C1)N1N=C(C=C1)C(C)C (1-(4-Bromo-phenyl)-3-isopropyl-1H-pyrazole). Yield: 95.2%. As a reaction SMILES: [CH:1]([C:4]1[CH:8]=[CH:7][NH:6][N:5]=1)([CH3:3])[CH3:2].[Br:9][C:10]1[CH:15]=[CH:14][C:13](I)=[CH:12][CH:11]=1.C(=O)([O-])[O-].[Cs+].[Cs+].CNCCNC>CN(C)C=O.[Cu]I.O>[Br:9][C:10]1[CH:15]=[CH:14][C:13]([N:6]2[CH:7]=[CH:8][C:4]([CH:1]([CH3:3])[CH3:2])=[N:5]2)=[CH:12][CH:11]=1 |f:2.3.4|. Reported procedure: 3-Isopropylpyrazole (588 mg, 5.43 mmol), 1-bromo-4-iodobenzene (15.11 g, 53.4 mmol), cesium carbonate (5.22 g, 16.0 mmol), copper(I)iodide (1.02 g, 5.34 mmol) and N,N′-dimethylethylenediamine (570 uL, 5.34 mmol) are combined in dry N,N-dimethylformamide (100 mL) and heated at 100° C. for 3 hours under a nitrogen atmosphere. The mixture is cooled, poured into water and extracted with diethyl ether. The organic phase is dried and the solvent removed. The residue is purified by flash chromatography... The reactants are CC#N, CC(C)(C)OC(=O)N1CCC(CNc2cc(Cl)ncc2I)CC1, [Na+], [Na+], O=C([O-])[O-], [Pd], c1ccc(P(c2ccccc2)c2ccccc2)cc1, OB(O)c1ccccc1, c1ccc(P(c2ccccc2)c2ccccc2)cc1, c1ccc(P(c2ccccc2)c2ccccc2)cc1, c1ccc(P(c2ccccc2)c2ccccc2)cc1. Product: CC(C)(C)OC(=O)N1CCC(CNc2cc(Cl)ncc2-c2ccccc2)CC1. RXN SMILES: [CH3:39][C:40]#[N:41].[Cl:1][c:2]1[n:3][cH:4][c:5]([I:23])[c:6]([NH:8][CH2:9][CH:10]2[CH2:11][CH2:12][N:13]([C:16](=[O:17])[O:18][C:19]([CH3:20])([CH3:21])[CH3:22])[CH2:14][CH2:15]2)[cH:7]1.[Na+:24].[Na+:25].[O-:26][C:27](=[O:28])[O-:29].[Pd:42].[c:100]1([P:101]([c:102]2[cH:103][cH:104][cH:105][cH:106][cH:107]2)[c:108]2[cH:109][cH:110][cH:111][cH:112][cH:113]2)[cH:114][cH:115][cH:116][cH:117][cH:118]1.[c:30]1([B:36]([OH:37])[OH:38])[cH:31][cH:32][cH:33][cH:34][cH:35]1.[c:43]1([P:44]([c:45]2[cH:46][cH:47][cH:48][cH:49][cH:50]2)[c:51]2[cH:52][cH:53][cH:54][cH:55][cH:56]2)[cH:57][cH:58][cH:59][cH:60][cH:61]1.[c:62]1([P:63]([c:64]2[cH:65][cH:66][cH:67][cH:68][cH:69]2)[c:70]2[cH:71][cH:72][cH:73][cH:74][cH:75]2)[cH:76][cH:77][cH:78][cH:79][cH:80]1.[c:81]1([P:82]([c:83]2[cH:84][cH:85][cH:86][cH:87][cH:88]2)[c:89]2[cH:90][cH:91][cH:92][cH:93][cH:94]2)[cH:95][cH:96][cH:97][cH:98][cH:99]1>>[Cl:1][c:2]1[n:3][cH:4][c:5](-[c:30]2[cH:31][cH:32][cH:33][cH:34][cH:35]2)[c:6]([NH:8][CH2:9][CH:10]2[CH2:11][CH2:12][N:13]([C:16](=[O:17])[O:18][C:19]([CH3:20])([CH3:21])[CH3:22])[CH2:14][CH2:15]2)[cH:7]1. The reactants are COC1=C(C=C(N=N1)C1=CC(=C(C(=C1)C)O)C)C=1NC2=CC=CC=C2C1C (4-[6-Methoxy-5-(3-methyl-1H-indol-2-yl) -pyridazin-3-yl]-2,6-dimethyl-phenol), C[Si](C)(C)Cl (trimethylsilyl chloride), [I-].[K+] (potassium iodide). Run in C(C)#N (acetonitrile), O (water). Reaction conditions: temperature 80 celsius. Yields the product OC1=C(C=C(C=C1C)C=1C=C(C(NN1)=O)C=1NC2=CC=CC=C2C1C)C (6-(4-Hydroxy-3,5-dimethyl-phenyl)-4-(3-methyl-1H-indol-2-yl)-2H-pyridazin-3-one). As a reaction SMILES: C[O:2][C:3]1[N:8]=[N:7][C:6]([C:9]2[CH:14]=[C:13]([CH3:15])[C:12]([OH:16])=[C:11]([CH3:17])[CH:10]=2)=[CH:5][C:4]=1[C:18]1[NH:19][C:20]2[C:25]([C:26]=1[CH3:27])=[CH:24][CH:23]=[CH:22][CH:21]=2.C[Si](Cl)(C)C.[I-].[K+]>C(#N)C.O>[OH:16][C:12]1[C:13]([CH3:15])=[CH:14][C:9]([C:6]2[CH:5]=[C:4]([C:18]3[NH:19][C:20]4[C:25]([C:26]=3[CH3:27])=[CH:24][CH:23]=[CH:22][CH:21]=4)[C:3](=[O:2])[NH:8][N:7]=2)=[CH:10][C:11]=1[CH3:17] |f:2.3|. Procedure details: 6 mg of 4-[6-Methoxy-5-(3-methyl-1H-indol-2-yl) -pyridazin-3-yl]-2,6-dimethyl-phenol is suspended in 2 ml acetonitrile and 6.5 mg of trimethylsilyl chloride and 9.96 mg of potassium iodide are added. The solution is heated to 80° C. for 3 h. The reaction solution is diluted with water and the product is purified by preparative RP-HPLC eluting with a gradient of 0-100% acetonitrile in water (+0.01% trifluoroacetic acid). Yield 3.8 mg. LC-MS (ES+) 346 (M+H)+.